This data is from the Open Reaction Database (ORD), a public repository of structured organic reaction records. The task is: describe an organic reaction: reactants, conditions, products, and yield Reactants: [Br-], C1CCOC1, C[Mg+], O=Cc1cnc(Cl)nc1Cl. Product: CC(O)c1cnc(Cl)nc1Cl. RXN SMILES: [Br-:11].[CH2:14]1[O:15][CH2:16][CH2:17][CH2:18]1.[CH3:12][Mg+:13].[Cl:1][c:2]1[n:3][cH:4][c:5]([CH:9]=[O:10])[c:6]([Cl:8])[n:7]1>>[Cl:1][c:2]1[n:3][cH:4][c:5]([CH:9]([OH:10])[CH3:12])[c:6]([Cl:8])[n:7]1.